Task: describe an organic reaction: reactants, conditions, products, and yield. Dataset: the Open Reaction Database (ORD), a public repository of structured organic reaction records Reactants: c1c(OC)cc(B(O)O)cc1 (effective_coupling_partner), CCN(CC)C(=O)Oc1cnccc1 (substrate). Reagents/catalysts: PCy3. Run at temperature 150 celsius, time 10 hour. The product is c1c(OC)cccc1c1cnccc1. Reactants: C(C1=CC=CC=C1)OC(N(C)C[C@@H]1CC[C@H](CC1)C1=NC(=C2N1C=CN=C2C)Br)=O (benzyl((trans)-4-(1-bromo-8-methylimidazo[1,5-a]pyrazin-3-yl)cyclohexyl)methyl(methyl)carbamate), Cl (hydrochloric acid). Product: BrC=1N=C(N2C1C(=NC=C2)C)[C@@H]2CC[C@H](CC2)CNC (1-((trans)-4-(1-bromo-8-methylimidazo[1,5-a]pyrazin-3-yl)cyclohexyl)-N-methylmethanamine). Yield: 90.2%. RXN SMILES: C(O[C:9](=O)[N:10]([CH2:12][C@H:13]1[CH2:18][CH2:17][C@H:16]([C:19]2[N:23]3[CH:24]=[CH:25][N:26]=[C:27]([CH3:28])[C:22]3=[C:21]([Br:29])[N:20]=2)[CH2:15][CH2:14]1)C)C1C=CC=CC=1.Cl>>[Br:29][C:21]1[N:20]=[C:19]([C@H:16]2[CH2:17][CH2:18][C@H:13]([CH2:12][NH:10][CH3:9])[CH2:14][CH2:15]2)[N:23]2[CH:24]=[CH:25][N:26]=[C:27]([CH3:28])[C:22]=12. Procedure details: The impure benzyl((trans)-4-(1-bromo-8-methylimidazo[1,5-a]pyrazin-3-yl)cyclohexyl)methyl(methyl)carbamate (0.299 mmol, 141 mg) in 37% hydrochloric acid (20.94 mmol, 1.745 ml) was stirred for 18 hours at room temperature and one hour at 40° C. The reaction mixture was concentrated in vacuo. The residue dissolved in water and washed with diethyl ether twice. The aqueous layer basified with 2 N aqueous sodium hydroxide and extracted with dichloromethane twice. The combined organic extracts were dr... Reactants: Cl.NCC(=O)NC(C1=CC=CC=C1)C1=CC=C(C=C1)Cl (rac-2-amino-N-[(4-chloro-phenyl)-phenyl-methyl]-acetamide hydrochloride), COC1=CC(=C(C(=O)O)C=C1)C (4-methoxy-2-methylbenzoic acid). Product: ClC1=CC=C(C=C1)C(C1=CC=CC=C1)NC(=O)CNC(C1=C(C=C(C=C1)OC)C)=O (rac-N-({[(4-Chloro-phenyl)-phenyl-methyl]-carbamoyl}-methyl)-4-methoxy-2-methyl-benzamide). As a reaction SMILES: Cl.[NH2:2][CH2:3][C:4]([NH:6][CH:7]([C:14]1[CH:19]=[CH:18][C:17]([Cl:20])=[CH:16][CH:15]=1)[C:8]1[CH:13]=[CH:12][CH:11]=[CH:10][CH:9]=1)=[O:5].[CH3:21][O:22][C:23]1[CH:31]=[CH:30][C:26]([C:27](O)=[O:28])=[C:25]([CH3:32])[CH:24]=1>>[Cl:20][C:17]1[CH:18]=[CH:19][C:14]([CH:7]([NH:6][C:4]([CH2:3][NH:2][C:27](=[O:28])[C:26]2[CH:30]=[CH:31][C:23]([O:22][CH3:21])=[CH:24][C:25]=2[CH3:32])=[O:5])[C:8]2[CH:13]=[CH:12][CH:11]=[CH:10][CH:9]=2)=[CH:15][CH:16]=1 |f:0.1|. Procedure: Prepared in analogy to example 1.12 from rac-2-amino-N-[(4-chloro-phenyl)-phenyl-methyl]-acetamide hydrochloride (Example 3.1) and 4-methoxy-2-methylbenzoic acid. MS (m/e): 421.0 (MH−, 100%). Reported procedure: Following the procedure of Example 41, (4-amino-3′-chloro-biphenyl-3-yl)-propynyl-methanone (mp 112-114° C.; MS ((+) ESI) m/z 270/272 (M+H)+) was treated with propynylmagnesium bromide to give (4-amino-3′-chloro-biphenyl-3-yl)-dipropynyl-methanol which was reacted with 1,1′-carbonyldiimidazole to afford the title compound. Yellow solid: mp 151° C. (decomposed); 1H-NMR (DMSO-d6) δ 10.8 (s, 1H), 7.71 (dd, 1H, J=8.52, 1.94 Hz), 7.69 (m, 2H), 7.61 (d, 1H, J=7.64 Hz), 7.50 (t, 1H, J=7.85 Hz), 7.43 (d... RXN SMILES: [NH2:1][C:2]1[CH:7]=[CH:6][C:5]([C:8]2[CH:13]=[CH:12][CH:11]=[C:10]([Cl:14])[CH:9]=2)=[CH:4][C:3]=1[C:15]([C:17]#[C:18][CH3:19])=[O:16].[C:20]([Mg]Br)#[C:21][CH3:22]>>[NH2:1][C:2]1[CH:7]=[CH:6][C:5]([C:8]2[CH:13]=[CH:12][CH:11]=[C:10]([Cl:14])[CH:9]=2)=[CH:4][C:3]=1[C:15]([C:20]#[C:21][CH3:22])([C:17]#[C:18][CH3:19])[OH:16]. The product is NC1=C(C=C(C=C1)C1=CC(=CC=C1)Cl)C(O)(C#CC)C#CC ((4-amino-3′-chloro-biphenyl-3-yl)-dipropynyl-methanol). Reactants: NC1=C(C=C(C=C1)C1=CC(=CC=C1)Cl)C(=O)C#CC ((4-amino-3′-chloro-biphenyl-3-yl)-propynyl-methanone), C(#CC)[Mg]Br (propynylmagnesium bromide).